From a dataset of the Open Reaction Database (ORD), a public repository of structured organic reaction records. describe an organic reaction: reactants, conditions, products, and yield Reactants: C1CCOC1, COC(=O)c1ccc(C(F)(F)C(=O)OC)cc1, [Na+], [OH-]. Product: COC(=O)c1ccc(C(F)(F)C(=O)O)cc1. RXN SMILES: [CH2:20]1[O:21][CH2:22][CH2:23][CH2:24]1.[F:1][C:2]([C:3](=[O:4])[O:5][CH3:6])([F:7])[c:8]1[cH:9][cH:10][c:11]([C:12](=[O:13])[O:14][CH3:15])[cH:16][cH:17]1.[Na+:19].[OH-:18]>>[F:1][C:2]([C:3](=[O:4])[OH:5])([F:7])[c:8]1[cH:9][cH:10][c:11]([C:12](=[O:13])[O:14][CH3:15])[cH:16][cH:17]1. Reactants: FC=1C=CC(=C(C1)C(CC(CC1=CC=C(C=O)C=C1)(C(F)(F)F)O)(C)C)OC (4-[4-(5-fluoro-2-methoxyphenyl)-2-hydroxy-4-methyl-2-trifluoromethylpentyl]benzaldehyde), [Mn](=O)(=O)(=O)[O-].[K+] (potassium permanganate), [Mn](=O)(=O)(=O)[O-].[K+] (potassium permanganate), [Mn](=O)(=O)(=O)[O-].[K+] (potassium permanganate). Reagents/catalysts: C(C)(=O)O (acetic acid), O (water). Run in ClCCl (dichloromethane). Conditions: time 1 hour. Product: FC=1C=CC(=C(C1)C(CC(CC1=CC=C(C(=O)O)C=C1)(C(F)(F)F)O)(C)C)OC (4-[4-(5-fluoro-2-methoxyphenyl)-2-hydroxy-4-methyl-2-trifluoromethylpentyl]benzoic acid). Isolated yield 23.6%. RXN SMILES: [F:1][C:2]1[CH:3]=[CH:4][C:5]([O:27][CH3:28])=[C:6]([C:8]([CH3:26])([CH3:25])[CH2:9][C:10]([OH:24])([C:20]([F:23])([F:22])[F:21])[CH2:11][C:12]2[CH:19]=[CH:18][C:15]([CH:16]=[O:17])=[CH:14][CH:13]=2)[CH:7]=1.[Mn]([O-])(=O)(=O)=[O:30].[K+]>ClCCl.O.C(O)(=O)C>[F:1][C:2]1[CH:3]=[CH:4][C:5]([O:27][CH3:28])=[C:6]([C:8]([CH3:26])([CH3:25])[CH2:9][C:10]([OH:24])([C:20]([F:23])([F:22])[F:21])[CH2:11][C:12]2[CH:19]=[CH:18][C:15]([C:16]([OH:30])=[O:17])=[CH:14][CH:13]=2)[CH:7]=1 |f:1.2|. Procedure details: To a solution of 106 mg (0.266 mmol) 4-[4-(5-fluoro-2-methoxyphenyl)-2-hydroxy-4-methyl-2-trifluoromethylpentyl]benzaldehyde in 5 mL dichloromethane was added 42 mg (0.266 mmol) of potassium permanganate and the reaction stirred at room temperature. The reaction was monitored by TLC. After several hours, a few drops of water were added and the potassium permanganate dissolved. After 1 hour, a few drops of glacial acetic acid was added followed by 42 mg (0.226 mmol) of potassium permanganate. Aft... The reactants are [BH4-], CCO, [Na+], C1CCOC1, O=C(O)CC(O)(CC(=O)O)C(=O)O, O=Cc1cccc(-c2ccc3sccc3c2)c1. Product: OCc1cccc(-c2ccc3sccc3c2)c1. RXN SMILES: [BH4-:18].[CH3:33][CH2:34][OH:35].[Na+:19].[O:36]1[CH2:37][CH2:38][CH2:39][CH2:40]1.[OH:20][C:21]([CH2:22][C:23]([C:24](=[O:25])[OH:26])([CH2:27][C:28](=[O:29])[OH:30])[OH:31])=[O:32].[s:1]1[cH:2][cH:3][c:4]2[c:5]1[cH:6][cH:7][c:8](-[c:10]1[cH:11][c:12]([CH:13]=[O:14])[cH:15][cH:16][cH:17]1)[cH:9]2>>[s:1]1[cH:2][cH:3][c:4]2[c:5]1[cH:6][cH:7][c:8](-[c:10]1[cH:11][c:12]([CH2:13][OH:14])[cH:15][cH:16][cH:17]1)[cH:9]2. Starting materials: ClCCl, Cc1sc(N)nc1-c1ccccc1, CO, CCN(C(C)C)C(C)C, O=C(Cl)c1ccc(Cl)nc1, [H-], [Na+], C1CCOC1. Product: Cc1sc(NC(=O)c2ccc(Cl)nc2)nc1-c1ccccc1. As a reaction SMILES: [CH2:40]([Cl:41])[Cl:42].[CH3:1][c:2]1[c:3](-[c:8]2[cH:9][cH:10][cH:11][cH:12][cH:13]2)[n:4][c:5]([NH2:7])[s:6]1.[CH3:43][OH:44].[CH:26]([N:27]([CH:28]([CH3:29])[CH3:30])[CH2:31][CH3:32])([CH3:33])[CH3:34].[Cl:16][c:17]1[n:18][cH:19][c:20]([C:21](=[O:22])[Cl:23])[cH:24][cH:25]1.[H-:14].[Na+:15].[O:35]1[CH2:36][CH2:37][CH2:38][CH2:39]1>>[CH3:1][c:2]1[c:3](-[c:8]2[cH:9][cH:10][cH:11][cH:12][cH:13]2)[n:4][c:5]([NH:7][C:21]([c:20]2[cH:19][n:18][c:17]([Cl:16])[cH:25][cH:24]2)=[O:22])[s:6]1. Reactants: CC(=O)[O-], CC(=O)[O-], CCC(CC)(c1ccc(C=CC2(O)CCSCC2)c(C)c1)c1ccc(B2OC(C)(C)C(C)(C)O2)c(C)c1, COC(=O)Cc1ccc(Br)cc1, Cc1ccccc1, COc1cccc(OC)c1-c1ccccc1P(C1CCCCC1)C1CCCCC1, [K+], [K+], [K+], O, O=P([O-])([O-])[O-], [Pd+2]. Yields the product CCC(CC)(c1ccc(C=CC2(O)CCSCC2)c(C)c1)c1ccc(-c2ccc(CC(=O)OC)cc2)c(C)c1. As a reaction SMILES: [C:94]([O-:95])(=[O:96])[CH3:97].[C:99]([O-:100])(=[O:101])[CH3:102].[CH2:50]([CH3:51])[C:52]([CH2:53][CH3:54])([c:55]1[cH:56][c:57]([CH3:70])[c:58]([B:61]2[O:62][C:63]([CH3:64])([CH3:65])[C:66]([CH3:67])([CH3:68])[O:69]2)[cH:59][cH:60]1)[c:71]1[cH:72][c:73]([CH3:86])[c:74]([CH:77]=[CH:78][C:79]2([OH:85])[CH2:80][CH2:81][S:82][CH2:83][CH2:84]2)[cH:75][cH:76]1.[CH3:1][O:2][C:3]([CH2:4][c:5]1[cH:6][cH:7][c:8]([Br:11])[cH:9][cH:10]1)=[O:12].[CH3:87][c:88]1[cH:89][cH:90][cH:91][cH:92][cH:93]1.[CH:13]1([P:14]([CH:15]2[CH2:16][CH2:17][CH2:18][CH2:19][CH2:20]2)[c:21]2[cH:22][cH:23][cH:24][cH:25][c:26]2-[c:27]2[c:28]([O:29][CH3:30])[cH:31][cH:32][cH:33][c:34]2[O:35][CH3:36])[CH2:37][CH2:38][CH2:39][CH2:40][CH2:41]1.[K+:47].[K+:48].[K+:49].[OH2:103].[P:42]([O-:43])([O-:44])([O-:45])=[O:46].[Pd+2:98]>>[CH3:1][O:2][C:3]([CH2:4][c:5]1[cH:6][cH:7][c:8](-[c:58]2[c:57]([CH3:70])[cH:56][c:55]([C:52]([CH2:50][CH3:51])([CH2:53][CH3:54])[c:71]3[cH:72][c:73]([CH3:86])[c:74]([CH:77]=[CH:78][C:79]4([OH:85])[CH2:80][CH2:81][S:82][CH2:83][CH2:84]4)[cH:75][cH:76]3)[cH:60][cH:59]2)[cH:9][cH:10]1)=[O:12]. Starting materials: O=C1CCC(=O)N1Br, O=C(OOC(=O)c1ccccc1)c1ccccc1, ClC(Cl)(Cl)Cl, Cc1ccc(C(=O)O)s1, CCCCCC. The product is O=C(O)c1ccc(CBr)s1. RXN SMILES: [Br:10][N:11]1[C:12](=[O:13])[CH2:14][CH2:15][C:16]1=[O:17].[C:18]([O:19][O:20][C:21](=[O:22])[c:23]1[cH:24][cH:25][cH:26][cH:27][cH:28]1)(=[O:29])[c:30]1[cH:31][cH:32][cH:33][cH:34][cH:35]1.[C:42]([Cl:43])([Cl:44])([Cl:45])[Cl:46].[CH3:1][c:2]1[cH:3][cH:4][c:5]([C:7](=[O:8])[OH:9])[s:6]1.[CH3:36][CH2:37][CH2:38][CH2:39][CH2:40][CH3:41]>>[CH2:1]([c:2]1[cH:3][cH:4][c:5]([C:7](=[O:8])[OH:9])[s:6]1)[Br:10]. Reactants: compound, NC1=CC=C(C=C1)C1=CC=C2CN(C(C2=C1)=O)[C@H](C(=O)OC)C(C)C ((S)-Methyl 2-(6-(4-aminophenyl)-1-oxoisoindolin-2-yl)-3-methylbutanoate), FC=1C=C(C=C(C1)F)N=C=O (3,5-difluorophenyl isocyanate), compound, compound. The product is COC([C@H](C(C)C)N1C(C2=CC(=CC=C2C1)C1=CC=C(C=C1)NC(=O)NC1=CC(=CC(=C1)F)F)=O)=O ((S)-Methyl-2-(6-(4-(3-(3,5-difluorophenyl)ureido)phenyl)-1-oxoisoindolin-2-yl)-3-methylbutanoate). Reaction SMILES: [NH2:1][C:2]1[CH:7]=[CH:6][C:5]([C:8]2[CH:16]=[C:15]3[C:11]([CH2:12][N:13]([C@@H:18]([CH:23]([CH3:25])[CH3:24])[C:19]([O:21][CH3:22])=[O:20])[C:14]3=[O:17])=[CH:10][CH:9]=2)=[CH:4][CH:3]=1.[F:26][C:27]1[CH:28]=[C:29]([N:34]=[C:35]=[O:36])[CH:30]=[C:31]([F:33])[CH:32]=1>>[CH3:22][O:21][C:19](=[O:20])[C@@H:18]([N:13]1[CH2:12][C:11]2[C:15](=[CH:16][C:8]([C:5]3[CH:4]=[CH:3][C:2]([NH:1][C:35]([NH:34][C:29]4[CH:30]=[C:31]([F:33])[CH:32]=[C:27]([F:26])[CH:28]=4)=[O:36])=[CH:7][CH:6]=3)=[CH:9][CH:10]=2)[C:14]1=[O:17])[CH:23]([CH3:25])[CH3:24]. Procedure: The compound of example 29 was prepared analogous to compound of example 7 by reaction of compound of example 6 with 3,5-difluorophenyl isocyanate. The compound of example 29 was used directly without isolation for the preparation of compound of example 30. The yield is 76.6%. Reported procedure: tert-Butyl [4-(7-benzyloxy-3-nitroquinolin-4-ylamino)butyl]carbamate (39.92 g, 85.57 mmol) was dissolved in toluene (1700 mL) and added to a Parr vessel charged with 5% platinum on carbon (3.9 g) and a small volume of toluene. The vessel was placed under hydrogen pressure (50 psi, 3.4×105 Pa). The hydrogen was replaced three times, and the reaction was shaken overnight. The reaction mixture was filtered through a layer of CELITE filter aid, and the filter cake was washed with ethanol (700 mL). T... Reagents/catalysts: [Pt] (platinum on carbon). Run in C1(=CC=CC=C1)C (toluene), C1(=CC=CC=C1)C (toluene). The reactants are C(C1=CC=CC=C1)OC1=CC=C2C(=C(C=NC2=C1)[N+](=O)[O-])NCCCCNC(OC(C)(C)C)=O (tert-Butyl [4-(7-benzyloxy-3-nitroquinolin-4-ylamino)butyl]carbamate), [H][H] (hydrogen). As a reaction SMILES: [CH2:1]([O:8][C:9]1[CH:18]=[C:17]2[C:12]([C:13]([NH:22][CH2:23][CH2:24][CH2:25][CH2:26][NH:27][C:28](=[O:34])[O:29][C:30]([CH3:33])([CH3:32])[CH3:31])=[C:14]([N+:19]([O-])=O)[CH:15]=[N:16]2)=[CH:11][CH:10]=1)[C:2]1[CH:7]=[CH:6][CH:5]=[CH:4][CH:3]=1.[H][H]>C1(C)C=CC=CC=1.[Pt]>[NH2:19][C:14]1[CH:15]=[N:16][C:17]2[C:12]([C:13]=1[NH:22][CH2:23][CH2:24][CH2:25][CH2:26][NH:27][C:28](=[O:34])[O:29][C:30]([CH3:33])([CH3:32])[CH3:31])=[CH:11][CH:10]=[C:9]([O:8][CH2:1][C:2]1[CH:3]=[CH:4][CH:5]=[CH:6][CH:7]=1)[CH:18]=2. Run at time 8 hour. Yields the product NC=1C=NC2=CC(=CC=C2C1NCCCCNC(OC(C)(C)C)=O)OCC1=CC=CC=C1 (tert-butyl {4-[3-amino-7-(benzyloxy)quinolin-4-ylamino]butyl}carbamate).